From a dataset of the Open Reaction Database (ORD), a public repository of structured organic reaction records. describe an organic reaction: reactants, conditions, products, and yield Procedure details: 17,17-Bis(ethylendioxy)-6(E)-ethoxyiminoandrostane was prepared in 90% yield starting from 3,3:17,17-bis(ethylendioxy)androstan-6-one and NH2OCH2CH3.HCl by the procedure described above in Prepn. 21. 1H-NMR (300 MHz, acetone-d6, ppm from TMS): δ 3.99 (2H, q), 3.92-3.75 (8H, m), 3.25 (1H, dd), 2.25 (1H, m), 1.99-0.94 (18H, m), 1.17 (3H, t), 0.82 (3H, s), 0.75 (3H, s). As a reaction SMILES: [CH2:1]1[CH2:14][O:13][C:8]23[O:9][CH2:10][CH2:11][O:12][C:3]2([C@:4]2([CH2:27][CH2:26][C@H:25]4[C@@H:15]([CH2:16][C:17](=O)[CH:18]5[C@:23]4([CH3:24])[CH2:22][CH2:21][CH2:20][CH2:19]5)[C@@H:6]2[CH2:7]3)[CH3:5])[O:2]1.[NH2:29][O:30][CH2:31][CH3:32].Cl>>[CH2:11]1[CH2:10][O:9][C:8]23[O:13][CH2:14][CH2:1][O:2][C:3]2([C@:4]2([CH2:27][CH2:26][C@H:25]4[C@@H:15]([CH2:16]/[C:17](=[N:29]\[O:30][CH2:31][CH3:32])/[CH:18]5[C@:23]4([CH3:24])[CH2:22][CH2:21][CH2:20][CH2:19]5)[C@@H:6]2[CH2:7]3)[CH3:5])[O:12]1 |f:1.2|. Reactants: C1OC23[C@]4(C)[C@@H](CC2(OCCO3)OC1)[C@@H]1CC(C3CCCC[C@]3(C)[C@H]1CC4)=O (17,17-bis(ethylendioxy)androstan-6-one), NOCC.Cl (NH2OCH2CH3.HCl). The product is C1OC23[C@]4(C)[C@@H](CC2(OCCO3)OC1)[C@@H]1C\C(\C3CCCC[C@]3(C)[C@H]1CC4)=N/OCC (17,17-Bis(ethylendioxy)-6(E)-ethoxyiminoandrostane). Yield: 90.0%. Reactants: [Br-], Br, BrBr, CC(=O)[O-], COc1cc2c(cc1C(C)(C)C)C(=O)C(C)C2, CCCC[N+](CCCC)(CCCC)CCCC, ClCCl, [Na+], O. The product is COc1c(C(C)(C)C)cc2c(c1Br)CC(C)C2=O. Reaction SMILES: [Br-:26].[Br:1].[Br:24][Br:25].[C:19]([O-:20])(=[O:21])[CH3:22].[C:2]([CH3:3])([CH3:4])([CH3:5])[c:6]1[c:7]([O:17][CH3:18])[cH:8][c:9]2[c:13]([cH:14]1)[C:12](=[O:15])[CH:11]([CH3:16])[CH2:10]2.[CH3:27][CH2:28][CH2:29][CH2:30][N+:31]([CH2:32][CH2:33][CH2:34][CH3:35])([CH2:36][CH2:37][CH2:38][CH3:39])[CH2:40][CH2:41][CH2:42][CH3:43].[Cl:44][CH2:45][Cl:46].[Na+:23].[OH2:47]>>[C:2]([CH3:3])([CH3:4])([CH3:5])[c:6]1[c:7]([O:17][CH3:18])[c:8]([Br:24])[c:9]2[c:13]([cH:14]1)[C:12](=[O:15])[CH:11]([CH3:16])[CH2:10]2. The reactants are C([O-])([O-])=O.[K+].[K+] (potassium carbonate), C(C1=CC=CC=C1)OC1=CC=C(C=C1)C=1C(=C2N3C1C=C(C3=CC=C2)C(=O)OC)CC (Methyl 3-(4-benzyloxyphenyl)-4-ethylpyrrolo[2,1,5-cd]indolizine-1-carboxylate), O (Water), [H-].[Al+3].[Li+].[H-].[H-].[H-] (Lithium aluminium hydride). Solvent: C(C)OCC (diethyl ether), O1CCCC1 (tetrahydrofurane). Yields the product C(C1=CC=CC=C1)OC1=CC=C(C=C1)C1=C(C2=CC=CC=3N2C1=CC3CO)CC (2-(4-Benzyloxyphenyl)-1-ethyl-4-hydroxymethylpyrrolo[2,1,5-cd]indolizine). The yield is 97.0%. Reaction SMILES: [CH2:1]([O:8][C:9]1[CH:14]=[CH:13][C:12]([C:15]2[C:16]([CH2:30][CH3:31])=[C:17]3[CH:25]=[CH:24][CH:23]=[C:22]4[N:18]3[C:19]=2[CH:20]=[C:21]4[C:26](OC)=[O:27])=[CH:11][CH:10]=1)[C:2]1[CH:7]=[CH:6][CH:5]=[CH:4][CH:3]=1.[H-].[Al+3].[Li+].[H-].[H-].[H-].O.C(=O)([O-])[O-].[K+].[K+]>O1CCCC1.C(OCC)C>[CH2:1]([O:8][C:9]1[CH:10]=[CH:11][C:12]([C:15]2[C:19]3=[CH:20][C:21]([CH2:26][OH:27])=[C:22]4[N:18]3[C:17](=[CH:25][CH:24]=[CH:23]4)[C:16]=2[CH2:30][CH3:31])=[CH:13][CH:14]=1)[C:2]1[CH:7]=[CH:6][CH:5]=[CH:4][CH:3]=1 |f:1.2.3.4.5.6,8.9.10|. Procedure details: Methyl 3-(4-benzyloxyphenyl)-4-ethylpyrrolo[2,1,5-cd]indolizine-1-carboxylate (8.5 g, 20.8 mmol) was dissolved in 170 ml of dry tetrahydrofurane under a nitrogen atmosphere. Lithium aluminium hydride (1.24 g, 32.6 mmol) was added in portions and stirring was continued for 21/2 hours. Water (10 ml) was added dropwise, and 95 ml of saturated aqueous potassium carbonate and 200 ml of diethyl ether was added. The organic layer was separated, and the aqueous layer was extracted with diethyl ether (2×... Starting materials: [BH4-], COc1ccccc1CC(=O)CCN1CCN(CC(=O)Nc2c(C)cccc2C)CC1, CCO, [Na+]. Product: COc1ccccc1CC(O)CCN1CCN(CC(=O)Nc2c(C)cccc2C)CC1. As a reaction SMILES: [BH4-:32].[CH3:1][c:2]1[c:3]([NH:9][C:10]([CH2:11][N:12]2[CH2:13][CH2:14][N:15]([CH2:18][CH2:19][C:20]([CH2:21][c:22]3[c:23]([O:28][CH3:29])[cH:24][cH:25][cH:26][cH:27]3)=[O:30])[CH2:16][CH2:17]2)=[O:31])[c:4]([CH3:8])[cH:5][cH:6][cH:7]1.[CH3:34][CH2:35][OH:36].[Na+:33]>>[CH3:1][c:2]1[c:3]([NH:9][C:10]([CH2:11][N:12]2[CH2:13][CH2:14][N:15]([CH2:18][CH2:19][CH:20]([CH2:21][c:22]3[c:23]([O:28][CH3:29])[cH:24][cH:25][cH:26][cH:27]3)[OH:30])[CH2:16][CH2:17]2)=[O:31])[c:4]([CH3:8])[cH:5][cH:6][cH:7]1. Starting materials: [Br-].C(C)C1(CCCC1)OC(COC1=C(C=C(C=C1C)[S+]1C2=C(C3=C1C=CC=C3)C=CC=C2)C)=O (5-(4-(2-(1-ethylcyclopentyloxy)-2-oxoethoxy)-3,5-dimethylphenyl)-5H-dibenzo[b,d]thiophenium bromide), C[C@]12[C@H]3CC([C@@]4([C@H](CC[C@H]4[C@@H]3C(CC2CC(CC1)=O)=O)[C@@H](CCC(=O)OCCC(C(S(=O)(=O)[O-])(F)F)(F)F)C)C)=O.[Na+] (sodium 4-((4R)-4-((8R,9S,10S,13R,14S,17R)-10,13-dimethyl-3,7,12-trioxohexadecahydro-1H-cyclopenta[a]phenanthren-17-yl)pentanoyloxy)-1,1,2,2-tetrafluorobutane-1-sulfonate), O (water). Run in ClCCl (dichloromethane). Yields the product C[C@]12[C@H]3CC([C@@]4([C@H](CC[C@H]4[C@@H]3C(CC2CC(CC1)=O)=O)[C@@H](CCC(=O)OCCC(C(S(=O)(=O)[O-])(F)F)(F)F)C)C)=O.C(C)C1(CCCC1)OC(COC1=C(C=C(C=C1C)[S+]1C2=C(C3=C1C=CC=C3)C=CC=C2)C)=O (5-(4-(2-(1-ethylcyclopentyloxy)-2-oxoethoxy)-3,5-dimethylphenyl)-5H-dibenzo[b,d]thiophenium 4-((4R)-4-((8R,9S,10S,13R,14S,17R)-10,13-dimethyl-3,7,12-trioxohexadecahydro-1H-cyclopenta[a]phenanthren-17-yl)pentanoyloxy)-1,1,2,2-tetrafluorobutane-1-sulfonate). Yield: 80.2%. RXN SMILES: [Br-].[CH2:2]([C:4]1([O:9][C:10](=[O:34])[CH2:11][O:12][C:13]2[C:18]([CH3:19])=[CH:17][C:16]([S+:20]3[C:24]4[CH:25]=[CH:26][CH:27]=[CH:28][C:23]=4[C:22]4[CH:29]=[CH:30][CH:31]=[CH:32][C:21]3=4)=[CH:15][C:14]=2[CH3:33])[CH2:8][CH2:7][CH2:6][CH2:5]1)[CH3:3].[CH3:35][C@:36]12[CH2:52][CH2:51][C:50](=[O:53])[CH2:49][CH:48]1[CH2:47][C:46](=[O:54])[C@@H:45]1[C@@H:37]2[CH2:38][C:39](=[O:75])[C@@:40]2([CH3:74])[C@H:44]1[CH2:43][CH2:42][C@@H:41]2[C@H:55]([CH3:73])[CH2:56][CH2:57][C:58]([O:60][CH2:61][CH2:62][C:63]([F:72])([F:71])[C:64]([F:70])([F:69])[S:65]([O-:68])(=[O:67])=[O:66])=[O:59].[Na+].O>ClCCl>[CH3:35][C@:36]12[CH2:52][CH2:51][C:50](=[O:53])[CH2:49][CH:48]1[CH2:47][C:46](=[O:54])[C@@H:45]1[C@@H:37]2[CH2:38][C:39](=[O:75])[C@@:40]2([CH3:74])[C@H:44]1[CH2:43][CH2:42][C@@H:41]2[C@H:55]([CH3:73])[CH2:56][CH2:57][C:58]([O:60][CH2:61][CH2:62][C:63]([F:72])([F:71])[C:64]([F:69])([F:70])[S:65]([O-:68])(=[O:66])=[O:67])=[O:59].[CH2:2]([C:4]1([O:9][C:10](=[O:34])[CH2:11][O:12][C:13]2[C:14]([CH3:33])=[CH:15][C:16]([S+:20]3[C:21]4[CH:32]=[CH:31][CH:30]=[CH:29][C:22]=4[C:23]4[CH:28]=[CH:27][CH:26]=[CH:25][C:24]3=4)=[CH:17][C:18]=2[CH3:19])[CH2:8][CH2:7][CH2:6][CH2:5]1)[CH3:3] |f:0.1,2.3,6.7|. Reported procedure: 5-(4-(2-(1-ethylcyclopentyloxy)-2-oxoethoxy)-3,5-dimethylphenyl)-5H-dibenzo[b,d]thiophenium bromide (4.20 g, 7.79 mmol) and sodium 4-((4R)-4-((8R,9S,10S,13R,14S,17R)-10,13-dimethyl-3,7,12-trioxohexadecahydro-1H-cyclopenta[a]phenanthren-17-yl)pentanoyloxy)-1,1,2,2-tetrafluorobutane-1-sulfonate (4.78 g, 7.56 mmol) were dissolved in dichloromethane (225 mL) and water (225 mL) and stirred at room temperature overnight. The dichloromethane layer was separated and the aqueous phase washed with dichlor... The reactants are CC(=O)N1c2ccc(N)cc2C(C)(c2ccccc2)CC1(C)C, C=CC(=O)Cl, CCN(C(C)C)C(C)C, C1CCOC1. Yields the product C=CC(=O)Nc1ccc2c(c1)C(C)(c1ccccc1)CC(C)(C)N2C(C)=O. As a reaction SMILES: [C:1]([CH3:2])(=[O:3])[N:4]1[C:5]([CH3:22])([CH3:23])[CH2:6][C:7]([CH3:15])([c:16]2[cH:17][cH:18][cH:19][cH:20][cH:21]2)[c:8]2[cH:9][c:10]([NH2:14])[cH:11][cH:12][c:13]21.[C:24]([CH:25]=[CH2:26])(=[O:27])[Cl:28].[CH:29]([N:30]([CH2:31][CH3:32])[CH:33]([CH3:34])[CH3:35])([CH3:36])[CH3:37].[O:38]1[CH2:39][CH2:40][CH2:41][CH2:42]1>>[C:1]([CH3:2])(=[O:3])[N:4]1[C:5]([CH3:22])([CH3:23])[CH2:6][C:7]([CH3:15])([c:16]2[cH:17][cH:18][cH:19][cH:20][cH:21]2)[c:8]2[cH:9][c:10]([NH:14][C:24]([CH:25]=[CH2:26])=[O:27])[cH:11][cH:12][c:13]21.